This data is from the Open Reaction Database (ORD), a public repository of structured organic reaction records. The task is: describe an organic reaction: reactants, conditions, products, and yield Reactants: CCN=C=NCCCN(C)C, Cl, COC(=O)c1ccc(N)cc1F, O=C(O)c1ccccn1, c1ccncc1. Yields the product COC(=O)c1ccc(NC(=O)c2ccccn2)cc1F. RXN SMILES: [CH3:2][N:3]([CH3:4])[CH2:5][CH2:6][CH2:7][N:8]=[C:9]=[N:10][CH2:11][CH3:12].[ClH:1].[NH2:13][c:14]1[cH:15][c:16]([F:24])[c:17]([C:18](=[O:19])[O:20][CH3:21])[cH:22][cH:23]1.[OH:25][C:26](=[O:27])[c:28]1[cH:29][cH:30][cH:31][cH:32][n:33]1.[cH:34]1[cH:35][cH:36][n:37][cH:38][cH:39]1>>[NH:13]([c:14]1[cH:15][c:16]([F:24])[c:17]([C:18](=[O:19])[O:20][CH3:21])[cH:22][cH:23]1)[C:26](=[O:25])[c:28]1[cH:29][cH:30][cH:31][cH:32][n:33]1. The reactants are ClC1=C(C=CC(=C1)OCC1CCOCC1)S(=O)(=O)N(CC(C)C)C1=C(C=C(C=C1)C)C (2-chloro-N-(2,4-dimethylphenyl)-N-isobutyl-4-((tetrahydro-2H-pyran-4-yl)methoxy)benzenesulfonamide), C(C)(C)(C)P(C1=C(C=CC=C1)C1=C(C=C(C=C1C(C)C)C(C)C)C(C)C)C(C)(C)C (2-di-tert-butylphosphino-2′,4′,6′-triisopropylbiphenyl), [OH-].[K+] (potassium hydroxide). Reagents/catalysts: C=1C=CC(=CC1)/C=C/C(=O)/C=C/C2=CC=CC=C2.C=1C=CC(=CC1)/C=C/C(=O)/C=C/C2=CC=CC=C2.C=1C=CC(=CC1)/C=C/C(=O)/C=C/C2=CC=CC=C2.[Pd].[Pd] (tris(dibenzylideneacetone)dipalladium(0)). Run in O1CCOCC1 (1,4-dioxane), O (water). Reaction conditions: temperature 150 celsius. Yields the product CC1=C(C=CC(=C1)C)N(S(=O)(=O)C1=C(C=C(C=C1)OCC1CCOCC1)O)CC(C)C (N-(2,4-dimethylphenyl)-2-hydroxy-N-isobutyl-4-((tetrahydro-2H-pyran-4-yl)methoxy)benzenesulfonamide). As a reaction SMILES: Cl[C:2]1[CH:7]=[C:6]([O:8][CH2:9][CH:10]2[CH2:15][CH2:14][O:13][CH2:12][CH2:11]2)[CH:5]=[CH:4][C:3]=1[S:16]([N:19]([C:24]1[CH:29]=[CH:28][C:27]([CH3:30])=[CH:26][C:25]=1[CH3:31])[CH2:20][CH:21]([CH3:23])[CH3:22])(=[O:18])=[O:17].C(P(C(C)(C)C)C1C=CC=CC=1C1C(C(C)C)=CC(C(C)C)=CC=1C(C)C)(C)(C)C.[OH-:62].[K+]>O1CCOCC1.O.C1C=CC(/C=C/C(/C=C/C2C=CC=CC=2)=O)=CC=1.C1C=CC(/C=C/C(/C=C/C2C=CC=CC=2)=O)=CC=1.C1C=CC(/C=C/C(/C=C/C2C=CC=CC=2)=O)=CC=1.[Pd].[Pd]>[CH3:31][C:25]1[CH:26]=[C:27]([CH3:30])[CH:28]=[CH:29][C:24]=1[N:19]([CH2:20][CH:21]([CH3:23])[CH3:22])[S:16]([C:3]1[CH:4]=[CH:5][C:6]([O:8][CH2:9][CH:10]2[CH2:15][CH2:14][O:13][CH2:12][CH2:11]2)=[CH:7][C:2]=1[OH:62])(=[O:18])=[O:17] |f:2.3,6.7.8.9.10|. Procedure details: 2-chloro-N-(2,4-dimethylphenyl)-N-isobutyl-4-((tetrahydro-2H-pyran-4-yl)methoxy)benzenesulfonamide (200 mg, 0.429 mmol), tris(dibenzylideneacetone)dipalladium(0) (3.93 mg, 4.29 μmol), 2-di-tert-butylphosphino-2′,4′,6′-triisopropylbiphenyl (1.822 mg, 4.29 μmol) and potassium hydroxide (72.2 mg, 1.287 mmol) were added to a microwave vial. The reactants where dissolved in 1,4-dioxane (1.2 mL) and water (1.2 mL). The reaction vessel was sealed and heated by microwaves (Biotage Initiator) to 150° C. ... The reactants are CC1(OB(OC1(C)C)C1=NC=CN=C1)C (2-(4,4,5,5-tetramethyl-1,3,2-dioxaborolan-2-yl)pyrazine), BrC=1C=C2C(=CN1)N(N=C2C2=CC=CC=C2)C2OCCCC2 (5-bromo-3-phenyl-1-(tetrahydro-2H-pyran-2-yl)-1H-pyrazolo[3,4-c]pyridine). The product is C1(=CC=CC=C1)C1=NNC2=CN=C(C=C21)C2=NC=CN=C2 (3-phenyl-5-(pyrazin-2-yl)-1H-pyrazolo[3,4-c]pyridine). Isolated yield 28.0%. RXN SMILES: CC1(C)C(C)(C)OB([C:9]2[CH:14]=[N:13][CH:12]=[CH:11][N:10]=2)O1.Br[C:17]1[CH:18]=[C:19]2[C:25]([C:26]3[CH:31]=[CH:30][CH:29]=[CH:28][CH:27]=3)=[N:24][N:23](C3CCCCO3)[C:20]2=[CH:21][N:22]=1>>[C:26]1([C:25]2[C:19]3[C:20](=[CH:21][N:22]=[C:17]([C:9]4[CH:14]=[N:13][CH:12]=[CH:11][N:10]=4)[CH:18]=3)[NH:23][N:24]=2)[CH:27]=[CH:28][CH:29]=[CH:30][CH:31]=1. Procedure: Following the procedures in Example 204, 2-(4,4,5,5-tetramethyl-1,3,2-dioxaborolan-2-yl)pyrazine and 5-bromo-3-phenyl-1-(tetrahydro-2H-pyran-2-yl)-1H-pyrazolo[3,4-c]pyridine were reacted and the product was deprotected to give 214 as a yellow solid (22 mg, 28%) over two steps. 1H NMR (400 MHz, DMSO) δ 9.61 (s, 1H), 9.26 (s, 1H), 8.97 (s, 1H), 8.76 (s, 1H), 8.67 (d, 1H), 8.05 (t, 2H), 7.61 (t, 2H), 7.48 (t, 1H). ESI MS m/z=274 (M+1)